From a dataset of the Open Reaction Database (ORD), a public repository of structured organic reaction records. describe an organic reaction: reactants, conditions, products, and yield Starting materials: CS(=O)(=O)OCCC=1OC2=C(C1)C=C(C=C2)C2=CC=C(C=C2)C#N (2-[5-(4-cyanophenyl)-1-benzofuran-2-yl]ethyl methanesulfonate), N1CCCCC1 (piperidine). The product is N1(CCCCC1)CCC=1OC2=C(C1)C=C(C=C2)C2=CC=C(C#N)C=C2 (4-{2-[2-(1-piperidinyl)ethyl]-1-benzofuran-5-yl}benzonitrile). Reaction SMILES: CS(O[CH2:6][CH2:7][C:8]1[O:9][C:10]2[CH:16]=[CH:15][C:14]([C:17]3[CH:22]=[CH:21][C:20]([C:23]#[N:24])=[CH:19][CH:18]=3)=[CH:13][C:11]=2[CH:12]=1)(=O)=O.[NH:25]1[CH2:30][CH2:29][CH2:28][CH2:27][CH2:26]1>>[N:25]1([CH2:6][CH2:7][C:8]2[O:9][C:10]3[CH:16]=[CH:15][C:14]([C:17]4[CH:22]=[CH:21][C:20]([C:23]#[N:24])=[CH:19][CH:18]=4)=[CH:13][C:11]=3[CH:12]=2)[CH2:30][CH2:29][CH2:28][CH2:27][CH2:26]1. Reported procedure: The product from Example 1C and piperidine were processed as described in Example 1D to provide the titled compound. 1H NMR (300 MHz, CD3OD) δ 7.88 (m, 1H), 7.80 (m, 4H), 7.60 (m, 2H), 6.82 (s, 1H), 3.65 (m, 2H), 3.55 (m, 2H), 3.33 (m, 2H), 3.05 (m, 2H), 2.0 (m, 2H), 1.5-1.9 (m, 4H); MS (DCI) m/z 331 (M+H)+; The reactants are BrC1=C(C=NN(C1=O)C(C(=O)OCC)CC1=CC=NC=C1)N[C@H]1[C@@H]([C@@H]2C([C@H](C1)C2)(C)C)C (Ethyl 2-[5-bromo-6-oxo-4-{[(1R,2R,3R,5S)-2,6,6-trimethylbicyclo[3.1.1]hept-3-yl]amino}pyridazin-1(6H)-yl]-3-(pyridin-4-yl)propanoate), [OH-].[Na+] (sodium hydroxide), Cl (hydrochloric acid). Solvent: O1CCOCC1 (1,4-dioxane). Product: BrC1=C(C=NN(C1=O)C(C(=O)O)CC1=CC=NC=C1)N[C@H]1[C@@H]([C@@H]2C([C@H](C1)C2)(C)C)C (2-[5-Bromo-6-oxo-4-{[(1R,2R,3R,5S)-2,6,6-trimethylbicyclo[3.1.1]hept-3-yl]amino}pyridazin-1(6H)-yl]-3-(pyridin-4-yl)propanoic Acid). The yield is 111.6%. RXN SMILES: [Br:1][C:2]1[C:7](=[O:8])[N:6]([CH:9]([CH2:15][C:16]2[CH:21]=[CH:20][N:19]=[CH:18][CH:17]=2)[C:10]([O:12]CC)=[O:11])[N:5]=[CH:4][C:3]=1[NH:22][C@@H:23]1[CH2:28][C@@H:27]2[CH2:29][C@@H:25]([C:26]2([CH3:31])[CH3:30])[C@H:24]1[CH3:32].[OH-].[Na+].Cl>O1CCOCC1>[Br:1][C:2]1[C:7](=[O:8])[N:6]([CH:9]([CH2:15][C:16]2[CH:17]=[CH:18][N:19]=[CH:20][CH:21]=2)[C:10]([OH:12])=[O:11])[N:5]=[CH:4][C:3]=1[NH:22][C@@H:23]1[CH2:28][C@@H:27]2[CH2:29][C@@H:25]([C:26]2([CH3:31])[CH3:30])[C@H:24]1[CH3:32] |f:1.2|. Procedure: Ethyl 2-[5-bromo-6-oxo-4-{[(1R,2R,3R,5S)-2,6,6-trimethylbicyclo[3.1.1]hept-3-yl]amino}pyridazin-1(6H)-yl]-3-(pyridin-4-yl)propanoate (165 mg, 0.294 mmol) in 1,4-dioxane (4 mL) was stirred with 1 M aqueous sodium hydroxide (1 mL) at room temperature for 4 hours. After completion of the reaction, the reaction solution was neutralized with 1 M hydrochloric acid and extracted with ethyl acetate. The extract was dried over anhydrous magnesium sulfate and evaporated under reduced pressure to give the ... The reactants are CCOC(=O)c1cnc(-c2ccccc2)nc1Cl, CCO, Nc1ccccc1. Product: CCOC(=O)c1cnc(-c2ccccc2)nc1Nc1ccccc1. Reaction SMILES: [CH2:1]([CH3:2])[O:3][C:4](=[O:5])[c:6]1[c:7]([Cl:18])[n:8][c:9](-[c:12]2[cH:13][cH:14][cH:15][cH:16][cH:17]2)[n:10][cH:11]1.[CH3:26][CH2:27][OH:28].[NH2:19][c:20]1[cH:21][cH:22][cH:23][cH:24][cH:25]1>>[CH2:1]([CH3:2])[O:3][C:4](=[O:5])[c:6]1[c:7]([NH:19][c:20]2[cH:21][cH:22][cH:23][cH:24][cH:25]2)[n:8][c:9](-[c:12]2[cH:13][cH:14][cH:15][cH:16][cH:17]2)[n:10][cH:11]1.